From a dataset of the Open Reaction Database (ORD), a public repository of structured organic reaction records. describe an organic reaction: reactants, conditions, products, and yield Starting materials: C1(=CC=CC=C1)C1(CC1)C#N (1-phenylcyclopropanecarbonitrile), ClS(=O)(=O)O (ClSO3H), ice water. Run in C(Cl)(Cl)Cl (chloroform). Yields the product C(#N)C1(CC1)C1=CC=C(C=C1)S(=O)(=O)Cl (4-(1-Cyanocyclopropyl)benzenesulfonyl chloride). RXN SMILES: [C:1]1([C:7]2([C:10]#[N:11])[CH2:9][CH2:8]2)[CH:6]=[CH:5][CH:4]=[CH:3][CH:2]=1.[Cl:12][S:13](O)(=[O:15])=[O:14]>C(Cl)(Cl)Cl>[C:10]([C:7]1([C:1]2[CH:6]=[CH:5][C:4]([S:13]([Cl:12])(=[O:15])=[O:14])=[CH:3][CH:2]=2)[CH2:8][CH2:9]1)#[N:11]. Reported procedure: To a solution of 1-phenylcyclopropanecarbonitrile (0.5 g, 3.5 mmol) in 5 mL of chloroform was added 0.5 mL of ClSO3H at 0° C. After stirring at rt stirred overnight, the reaction mixture was poured into ice-water (50 mL) and the product was extracted with CHCl3 (75 mL). The extracts were washed with water (50 mL) and brine (50 mL), dried over anhydrous MgSO4, and concentrated to give the title compound. 1H NMR (500 MHz, CD3OD): δ 8.08 (2H, d), 7.77 (2H, d), 1.60 (2H, t), 1.21 (2H, t). The reactants are CC#N, [N-]=[N+]=NCC1CN(c2ccc(Br)cn2)C(=O)O1, O, c1ccc(P(c2ccccc2)c2ccccc2)cc1. Yields the product NCC1CN(c2ccc(Br)cn2)C(=O)O1. As a reaction SMILES: [CH3:38][C:39]#[N:40].[N:1](=[N+:2]=[N-:3])[CH2:4][CH:5]1[CH2:6][N:7]([c:11]2[n:12][cH:13][c:14]([Br:17])[cH:15][cH:16]2)[C:8](=[O:10])[O:9]1.[OH2:18].[c:19]1([P:20]([c:21]2[cH:22][cH:23][cH:24][cH:25][cH:26]2)[c:27]2[cH:28][cH:29][cH:30][cH:31][cH:32]2)[cH:33][cH:34][cH:35][cH:36][cH:37]1>>[NH2:1][CH2:4][CH:5]1[CH2:6][N:7]([c:11]2[n:12][cH:13][c:14]([Br:17])[cH:15][cH:16]2)[C:8](=[O:10])[O:9]1. The reactants are CCOCC (ether), C([O-])(O)=O.[Na+] (sodium bicarbonate), [N+](=O)([O-])C1=CC=C(COC(=O)Cl)C=C1 (p-nitrobenzyloxycarbonyl chloride), NCCOCC(=O)O (2-(2-aminoethoxy)acetic acid). The yield is 99.2%. Reported procedure: With cooling on an ice bath, to 596 mg of 2-(2-aminoethoxy)acetic acid dissolved in 10 ml of water was added an ether solution of 883 mg sodium bicarbonate and 1.29 g p-nitrobenzyloxycarbonyl chloride in dropwise manner. After stirring the reaction solution for 17 hours at room temperature, the resulting aqueous layer was collected, adjusted to acidic with concentrated hydrochloric acid and extracted with ethyl acetate, and the resulting organic layer was washed with water and dried over sodium ... RXN SMILES: [NH2:1][CH2:2][CH2:3][O:4][CH2:5][C:6]([OH:8])=[O:7].CCOCC.C(=O)(O)[O-].[Na+].[N+:19]([C:22]1[CH:32]=[CH:31][C:25]([CH2:26][O:27][C:28](Cl)=[O:29])=[CH:24][CH:23]=1)([O-:21])=[O:20]>O>[N+:19]([C:22]1[CH:23]=[CH:24][C:25]([CH2:26][O:27][C:28]([NH:1][CH2:2][CH2:3][O:4][CH2:5][C:6]([OH:8])=[O:7])=[O:29])=[CH:31][CH:32]=1)([O-:21])=[O:20] |f:2.3|. Product: [N+](=O)([O-])C1=CC=C(COC(=O)NCCOCC(=O)O)C=C1 (2-(2-(p-nitrobenzyloxycarbonylamino)ethoxy)acetic acid). The solvent is O (water). Run at time 17 hour. Reactants: C(CCC)[Li] (butyllithium), FC=1C=C(C=CC1)OC (3-fluoroanisole), Cl (HCl), C(CC)=O (propionaldehyde). Solvent: CCCCCC (hexane), O1CCCC1 (tetrahydrofuran). Reaction conditions: time 1 hour. Yields the product FC1=C(C(=CC=C1)OC)C(CC)O (1-(2-fluoro-6-methoxy-phenyl)-propan-1-ol). Yield: 85.6%. RXN SMILES: C([Li])CCC.[F:6][C:7]1[CH:8]=[C:9]([O:13][CH3:14])[CH:10]=[CH:11][CH:12]=1.[CH:15](=[O:18])[CH2:16][CH3:17].Cl>CCCCCC.O1CCCC1>[F:6][C:7]1[CH:12]=[CH:11][CH:10]=[C:9]([O:13][CH3:14])[C:8]=1[CH:15]([OH:18])[CH2:16][CH3:17]. Procedure details: 66.7 ml (106.8 mmol) of a 1.6N butyllithium solution in hexane were added at -78° to a solution of 12 g (95.14 mmol) of 3-fluoroanisole in 240 ml of anhydrous tetrahydrofuran and the mixture was stirred for one hour. Subsequently, 21 ml (288 mmol) of propionaldehyde were added dropwise thereto at -78°, the mixture was stirred for one hour and the solution was left to come to room temperature. The mixture was poured into 240 ml of 1 N HCl and extracted twice with 250 ml of diethyl ether each time...